Dataset: the Open Reaction Database (ORD), a public repository of structured organic reaction records. Task: describe an organic reaction: reactants, conditions, products, and yield The reactants are CC(=O)O (HOAc), C(#N)C=1N=CC(=NC1NC=1C=NC2=CC=CC=C2C1)N[C@@H](C(=O)N)C ((R)-2-(5-cyano-6-(quinolin-3-ylamino)pyrazin-2-ylamino)propanamide), [OH-].[Na+] (NaOH), OO (H2O2). Solvent: CCO (EtOH), CS(=O)C (DMSO). Run at time 30 minute. Yields the product NC([C@@H](C)NC=1N=C(C(=NC1)C(=O)N)NC=1C=NC2=CC=CC=C2C1)=O ((R)-5-(1-amino-1-oxopropan-2-ylamino)-3-(quinolin-3-ylamino)pyrazine-2-carboxamide). As a reaction SMILES: [C:1]([C:3]1[N:4]=[CH:5][C:6]([NH:20][C@H:21]([CH3:25])[C:22]([NH2:24])=[O:23])=[N:7][C:8]=1[NH:9][C:10]1[CH:11]=[N:12][C:13]2[C:18]([CH:19]=1)=[CH:17][CH:16]=[CH:15][CH:14]=2)#[N:2].[OH-].[Na+].OO.CC(O)=[O:32]>CCO.CS(C)=O>[NH2:24][C:22](=[O:23])[C@H:21]([NH:20][C:6]1[N:7]=[C:8]([NH:9][C:10]2[CH:11]=[N:12][C:13]3[C:18]([CH:19]=2)=[CH:17][CH:16]=[CH:15][CH:14]=3)[C:3]([C:1]([NH2:2])=[O:32])=[N:4][CH:5]=1)[CH3:25] |f:1.2|. Procedure details: The compound (R)-2-(5-cyano-6-(quinolin-3-ylamino)pyrazin-2-ylamino)propanamide (74 mg, 0.222 mmol) was dissolved in EtOH (2 mL) and DMSO (1 mL), aq. 1N NaOH (1.0 mL) and aq. H2O2 (50%, 1.0 mL) were added. The mixture was stirred at room temperature for 30 min. HOAc (0.5 mL) was added. The mixture was then concentrated in vacuo. The residue was purified by HPLC to give the titled compound (63 mg). MS 352.3 (M+H); UV 206.6, 223.0, 245.6, 295.3, 351.1 nm; t 0.360 min. The reactants are [BH4-], CCCc1nc2cnc3cc(Br)ccc3c2n1N=C(C)C, CO, [Na+]. Product: CCCc1nc2cnc3cc(Br)ccc3c2n1NC(C)C. RXN SMILES: [BH4-:22].[Br:1][c:2]1[cH:3][cH:4][c:5]2[c:6]3[c:7]([cH:8][n:9][c:10]2[cH:11]1)[n:12][c:13]([CH2:19][CH2:20][CH3:21])[n:14]3[N:15]=[C:16]([CH3:17])[CH3:18].[CH3:24][OH:25].[Na+:23]>>[Br:1][c:2]1[cH:3][cH:4][c:5]2[c:6]3[c:7]([cH:8][n:9][c:10]2[cH:11]1)[n:12][c:13]([CH2:19][CH2:20][CH3:21])[n:14]3[NH:15][CH:16]([CH3:17])[CH3:18]. Starting materials: CC(C)CC(C(=O)Oc1c(F)c(F)c(F)c(F)c1F)C1OC(C)(C)OC1=O, CN(C)C=O, CC(C)CC(C(=O)N1CCN(c2ccccn2)CC1)C(O)C(=O)NO, c1ccc(N2CCNCC2)nc1. Yields the product CC(C)CC(C(=O)N1CCN(c2ccccn2)CC1)C1OC(C)(C)OC1=O. As a reaction SMILES: [CH3:1][C:2]1([CH3:27])[O:3][C:4](=[O:26])[CH:5]([CH:7]([C:8]([O:10][c:9]2[c:11]([F:12])[c:13]([F:14])[c:15]([F:16])[c:17]([F:18])[c:19]2[F:20])=[O:21])[CH2:22][CH:23]([CH3:24])[CH3:25])[O:6]1.[O:65]=[CH:66][N:67]([CH3:68])[CH3:69].[OH:28][NH:29][C:30](=[O:31])[CH:32]([OH:33])[CH:34]([C:35](=[O:36])[N:39]1[CH2:40][CH2:41][N:42]([c:45]2[n:46][cH:47][cH:48][cH:49][cH:50]2)[CH2:43][CH2:44]1)[CH2:37][CH:38]([CH3:51])[CH3:52].[n:53]1[cH:54][cH:55][cH:56][cH:57][c:58]1[N:59]1[CH2:60][CH2:61][NH:62][CH2:63][CH2:64]1>>[CH3:1][C:2]1([CH3:27])[O:3][C:4](=[O:26])[CH:5]([CH:7]([C:8](=[O:10])[N:39]2[CH2:40][CH2:41][N:42]([c:45]3[n:46][cH:47][cH:48][cH:49][cH:50]3)[CH2:43][CH2:44]2)[CH2:22][CH:23]([CH3:24])[CH3:25])[O:6]1. Reactants: COc1ccc(COc2cccc3oc(-c4cccnc4N)nc23)c(OC)c1, O=C(O)C(F)(F)F. The product is Nc1ncccc1-c1nc2c(O)cccc2o1. Reaction SMILES: [CH3:1][O:2][c:3]1[cH:4][c:5]([O:6][CH3:7])[cH:8][cH:9][c:10]1[CH2:11][O:12][c:13]1[cH:14][cH:15][cH:16][c:17]2[c:18]1[n:19][c:20](-[c:22]1[c:23]([NH2:28])[n:24][cH:25][cH:26][cH:27]1)[o:21]2.[F:29][C:30]([F:31])([F:32])[C:33]([OH:34])=[O:35]>>[OH:12][c:13]1[cH:14][cH:15][cH:16][c:17]2[c:18]1[n:19][c:20](-[c:22]1[c:23]([NH2:28])[n:24][cH:25][cH:26][cH:27]1)[o:21]2.